From a dataset of the Open Reaction Database (ORD), a public repository of structured organic reaction records. describe an organic reaction: reactants, conditions, products, and yield The reactants are C(C)OC(=O)C=1C2=C(SC1)C=C(C=C2)OC2=NC(=NC(=C2)Cl)N (6-(2-amino-6-chloro-pyrimidin-4-yloxy)-benzo[b]thiophene-3-carboxylic acid ethyl ester), N1=CC=CC=C1 (pyridine). The reagents and catalysts are [Pd] (Pd/C). The solvent is C1CCOC1 (THF). The product is C(C)OC(=O)C=1C2=C(SC1)C=C(C=C2)OC2=NC(=NC=C2)N (6-(2-Amino-pyrimidin-4-yloxy)-benzo[b]thiophene-3-carboxylic acid ethyl ester). As a reaction SMILES: [CH2:1]([O:3][C:4]([C:6]1[C:7]2[CH:14]=[CH:13][C:12]([O:15][C:16]3[CH:21]=[C:20](Cl)[N:19]=[C:18]([NH2:23])[N:17]=3)=[CH:11][C:8]=2[S:9][CH:10]=1)=[O:5])[CH3:2].N1C=CC=CC=1>C1COCC1.[Pd]>[CH2:1]([O:3][C:4]([C:6]1[C:7]2[CH:14]=[CH:13][C:12]([O:15][C:16]3[CH:21]=[CH:20][N:19]=[C:18]([NH2:23])[N:17]=3)=[CH:11][C:8]=2[S:9][CH:10]=1)=[O:5])[CH3:2]. Procedure: A solution of 3.70 g (10.6 mMol) 6-(2-amino-6-chloro-pyrimidin-4-yloxy)-benzo[b]thiophene-3-carboxylic acid ethyl ester in 300 ml THF and 8.68 ml (108 mMol) pyridine is hydrogenated in presence of 3.0 g Pd/C (10%; added in 3 portions during 23 h). The mixture is filtered and the solid washed extensively with MeOH. The filter cake still contains product and is therefore stirred in EtOAc and water. The separated EtOAc layer is washed twice with water, added to the filtrate and concentrated. The re... Reactants: S(=O)(=O)(OC)OC (dimethyl sulfate), 8g, [OH-].[Na+] (sodium hydroxide), OC=CCC1=CC=CC=C1 (o-hydroxyallylbenzene). Solvent: O (water). The product is COC=CCC1=CC=CC=C1 (o-methoxyallylbenzene). Reaction SMILES: [OH:1][CH:2]=[CH:3][CH2:4][C:5]1[CH:10]=[CH:9][CH:8]=[CH:7][CH:6]=1.[OH-].[Na+].S(OC)(O[CH3:17])(=O)=O>O>[CH3:17][O:1][CH:2]=[CH:3][CH2:4][C:5]1[CH:10]=[CH:9][CH:8]=[CH:7][CH:6]=1 |f:1.2|. Run at time 30 minute. Procedure: 25 g of o-hydroxyallylbenzene was dissolved in 100 ml of water and to the mixture was added 8g of sodium hydroxide. To the resulting mixture was added dropwise 25.2 g of dimethyl sulfate over a period of about 2 hours, while maintaining the temperature at 5° - 10° C. The thus obtained mixture was heated with stirring at 80°- 100° C for approximately 30 minutes, and then the oil layer was separated. This layer was distilled under reduced pressure, there was obtained 22.3 g (yield 81%) of o-methox... The yield is 80.8%. Starting materials: CC1(CCC=2C(=NNC2C1)C=1NC2=CC(=CC=C2C1)NC)C (N-[2-(6,6-dimethyl-4,5,6,7-tetrahydro-1H-indazol-3-yl)-1H-indol-6-yl]-N-methylamine), Cl.C(C)N=C=NCCCN(C)C (1-ethyl-3-(3-dimethylaminopropyl)carbodiimide hydrochloride), O=C1N(CCOC1)CC(=O)O ((3-oxomorpholin-4-yl)acetic acid), Example 4. Solvent: N1=CC=CC=C1 (pyridine). Reaction conditions: time 12 hour. Product: CC1(CCC=2C(=NNC2C1)C=1NC2=CC(=CC=C2C1)N(C(CN1C(COCC1)=O)=O)C)C (N-[2-(6,6-dimethyl-4,5,6,7-tetrahydro-1H-indazol-3-yl)-1H-indol-6-yl]-N-methyl-2-(3-oxomorpholin-4-yl)acetamide). Yield: 67.0%. Reaction SMILES: [CH3:1][C:2]1([CH3:22])[CH2:10][C:9]2[NH:8][N:7]=[C:6]([C:11]3[NH:12][C:13]4[C:18]([CH:19]=3)=[CH:17][CH:16]=[C:15]([NH:20][CH3:21])[CH:14]=4)[C:5]=2[CH2:4][CH2:3]1.[O:23]=[C:24]1[CH2:29][O:28][CH2:27][CH2:26][N:25]1[CH2:30][C:31]([OH:33])=O.Cl.C(N=C=NCCCN(C)C)C>N1C=CC=CC=1>[CH3:1][C:2]1([CH3:22])[CH2:10][C:9]2[NH:8][N:7]=[C:6]([C:11]3[NH:12][C:13]4[C:18]([CH:19]=3)=[CH:17][CH:16]=[C:15]([N:20]([CH3:21])[C:31](=[O:33])[CH2:30][N:25]3[CH2:26][CH2:27][O:28][CH2:29][C:24]3=[O:23])[CH:14]=4)[C:5]=2[CH2:4][CH2:3]1 |f:2.3|. Reported procedure: Under an argon atmosphere, to a solution of N-[2-(6,6-dimethyl-4,5,6,7-tetrahydro-1H-indazol-3-yl)-1H-indol-6-yl]-N-methylamine obtained in Example 4, Step 1 (40 mg, 0.14 mmol) and (3-oxomorpholin-4-yl)acetic acid obtained in Reference Example 4 (76 mg, 0.48 mmol) in pyridine (1.3 ml) was added 1-ethyl-3-(3-dimethylaminopropyl)carbodiimide hydrochloride (91 mg, 0.48 mmol) at room temperature, and the mixture was stirred at room temperature for 12 hr. Then, the reaction mixture was concentrated u... The reactants are OCCCCCCC=1NC2=C(N1)C=CC=C2 (2-(6-Hydroxyhexyl)benzimidazole), ClC1=NC=CC=C1 (2-chloropyridine), [OH-].[K+] (KOH), C1COCCOCCOCCOCCOCCO1 (18-crown-6-ether). Solvent: CS(=O)C (DMSO), O (water). Reaction conditions: temperature 150 celsius. The product is N1=C(C=CC=C1)OC(CCCCC=1NC2=C(N1)C=CC=C2)C (2-(5-(2-Pyridyloxy)hexyl)benzimidazole). The yield is 268.5%. RXN SMILES: O[CH2:2][CH2:3][CH2:4][CH2:5][CH2:6][CH2:7][C:8]1[NH:9][C:10]2[CH:16]=[CH:15][CH:14]=[CH:13][C:11]=2[N:12]=1.Cl[C:18]1[CH:23]=[CH:22][CH:21]=[CH:20][N:19]=1.[OH-].[K+].C1OCCOCCOCCOCCOCC[O:28]C1>O.CS(C)=O>[N:19]1[CH:20]=[CH:21][CH:22]=[CH:23][C:18]=1[O:28][CH:3]([CH3:2])[CH2:4][CH2:5][CH2:6][CH2:7][C:8]1[NH:12][C:11]2[CH:13]=[CH:14][CH:15]=[CH:16][C:10]=2[N:9]=1 |f:2.3|. Procedure: 218 mg of the compound obtained in Example 16a, 115 mg of 2-chloropyridine, 200 mg of KOH and 50 mg of 18-crown-6-ether were added to 15 ml of DMSO and the mixture was heated to 150° C. for 8 hours. The reaction mixture was cooled, then added with water and extracted with ethyl acetate. The extract was dried over sodium sulfate, and the solvent was evaporated under reduced pressure. The resulting residue was purified by silica gel column chromatography (ethyl acetate) to obtain 150 mg of the tit... Starting materials: ClCCl, O=S(=O)(O)Cl, c1ccc2c(c1)CCO2. As a reaction SMILES: [Cl:15][CH2:16][Cl:17].[Cl:1][S:2](=[O:3])(=[O:4])[OH:5].[O:6]1[CH2:7][CH2:8][c:9]2[c:10]1[cH:11][cH:12][cH:13][cH:14]2>>[Cl:1][S:2](=[O:3])(=[O:5])[c:13]1[cH:12][cH:11][c:10]2[c:9]([cH:14]1)[CH2:8][CH2:7][O:6]2. Yields the product O=S(=O)(Cl)c1ccc2c(c1)CCO2. RXN SMILES: [NH2:1][CH:2]([C:10]1[C:15]([O:16][CH3:17])=[CH:14][CH:13]=[CH:12][C:11]=1[O:18][CH3:19])[CH2:3][CH2:4][CH2:5][C:6]([O:8]C)=O.[Cl:20][C:21]1[CH:28]=[CH:27][C:26]([C:29]2[CH:34]=[CH:33][CH:32]=[CH:31][N:30]=2)=[CH:25][C:22]=1[CH:23]=O>>[Cl:20][C:21]1[CH:28]=[CH:27][C:26]([C:29]2[CH:34]=[CH:33][CH:32]=[CH:31][N:30]=2)=[CH:25][C:22]=1[CH2:23][N:1]1[CH:2]([C:10]2[C:15]([O:16][CH3:17])=[CH:14][CH:13]=[CH:12][C:11]=2[O:18][CH3:19])[CH2:3][CH2:4][CH2:5][C:6]1=[O:8]. Reported procedure: Prepared according to the described general procedure 1 (GP1) by reaction of methyl 5-amino-5-(2,6-dimethoxyphenyl)pentanoate with 2-chloro-5-(pyridin-2-yl)benzaldehyde. Subsequent purification by preparative HPLC afforded the target compound. LC-MS (conditions A): tR=0.74 min.; [M+H]+: 437.10 g/mol. The product is ClC1=C(CN2C(CCCC2C2=C(C=CC=C2OC)OC)=O)C=C(C=C1)C1=NC=CC=C1 (1-(2-chloro-5-(pyridin-2-yl)benzyl)-6-(2,6-dimethoxyphenyl)piperidin-2-one). The reactants are NC(CCCC(=O)OC)C1=C(C=CC=C1OC)OC (methyl 5-amino-5-(2,6-dimethoxyphenyl)pentanoate), ClC1=C(C=O)C=C(C=C1)C1=NC=CC=C1 (2-chloro-5-(pyridin-2-yl)benzaldehyde). The reactants are OCCO, Cc1ccccc1, CCOC(=O)C1CCC(=O)CC1, Cc1ccc(S(=O)(=O)O)cc1. The product is CCOC(=O)C1CCC2(CC1)OCCO2. RXN SMILES: [CH2:13]([CH2:14][OH:15])[OH:16].[CH3:28][c:29]1[cH:30][cH:31][cH:32][cH:33][cH:34]1.[O:1]=[C:2]1[CH2:3][CH2:4][CH:5]([C:8](=[O:9])[O:10][CH2:11][CH3:12])[CH2:6][CH2:7]1.[c:17]1([CH3:18])[cH:19][cH:20][c:21]([S:22]([OH:23])(=[O:24])=[O:25])[cH:26][cH:27]1>>[O:1]1[C:2]2([CH2:3][CH2:4][CH:5]([C:8](=[O:9])[O:10][CH2:11][CH3:12])[CH2:6][CH2:7]2)[O:15][CH2:14][CH2:13]1. Reactants: CN(C)CC1(CCOCC1)C1=CC=C(C=C1)O (4-(4-Dimethylaminomethyl-tetrahydro-pyran-4-yl)-phenol), N1(CCCC1)CCC(C)O (4-pyrrolidin-1-yl-butan-2-ol), C1=CC=C(C=C1)P(C2=CC=CC=C2)C3=CC=CC=C3 (PPh3), CC(C)OC(=O)/N=N/C(=O)OC(C)C (DIAD). Solvent: C1CCOC1 (THF). Product: CN(CC1(CCOCC1)C1=CC=C(C=C1)OC(CCN1CCCC1)C)C (Dimethyl-{4-[4-(1-methyl-3-pyrrolidin-1-ylpropoxy)phenyl]-tetrahydropyran-4-ylmethyl}amine). Yield: 9.9%. As a reaction SMILES: [CH3:1][N:2]([CH2:4][C:5]1([C:11]2[CH:16]=[CH:15][C:14]([OH:17])=[CH:13][CH:12]=2)[CH2:10][CH2:9][O:8][CH2:7][CH2:6]1)[CH3:3].[N:18]1([CH2:23][CH2:24][CH:25](O)[CH3:26])[CH2:22][CH2:21][CH2:20][CH2:19]1.C1C=CC(P(C2C=CC=CC=2)C2C=CC=CC=2)=CC=1.CC(OC(/N=N/C(OC(C)C)=O)=O)C>C1COCC1>[CH3:3][N:2]([CH3:1])[CH2:4][C:5]1([C:11]2[CH:16]=[CH:15][C:14]([O:17][CH:25]([CH3:26])[CH2:24][CH2:23][N:18]3[CH2:22][CH2:21][CH2:20][CH2:19]3)=[CH:13][CH:12]=2)[CH2:6][CH2:7][O:8][CH2:9][CH2:10]1. Reported procedure: 4-(4-Dimethylaminomethyl-tetrahydro-pyran-4-yl)-phenol (1.03 g, 4.40 mmol), 4-pyrrolidin-1-yl-butan-2-ol (0.5 g, 3.50 mmol), PPh3 (1.15 g, 4.40 mmol), THF (10 ml) and DIAD (0.86 ml, 4.40 mmol) were reacted together according to general procedure C. The crude product was purified by preparative HPLC, eluting with acetonitrile/water/0.1% TFA as a gradient, to give the title compound as a yellow oil (125 mg, 10%). 1H NMR (400 MHz, CDCl3) δ7.19 (d, 2H), 6.86 (d, 2H), 4.43 (m, 1H), 3.75 (dt, 2H), 3.6... The reactants are BrC1=CC=C(C=C1)C1=C(C(=NO1)C)NC(C)C1=CC(=NO1)C1=CC=CC=C1 ([5-(4-bromo-phenyl)-3-methyl-isoxazol-4-yl]-[1-(3-phenyl-isoxazol-5-yl)-ethyl]-amine), C(C)OC(CC1(CC1)C1=CC=C(C=C1)B1OC(C(O1)(C)C)(C)C)=O ({1-[4-(4,4,5,5-tetramethyl-[1,3,2]dioxaborolan-2-yl)-phenyl]-cyclopropyl}-acetic acid ethyl ester). The reagents and catalysts are C=1C=CC(=CC1)[P](C=2C=CC=CC2)(C=3C=CC=CC3)[Pd]([P](C=4C=CC=CC4)(C=5C=CC=CC5)C=6C=CC=CC6)([P](C=7C=CC=CC7)(C=8C=CC=CC8)C=9C=CC=CC9)[P](C=1C=CC=CC1)(C=1C=CC=CC1)C=1C=CC=CC1 (tetrakis(triphenylphosphine)palladium(0)), Cl[Pd]Cl.C1(=CC=CC=C1)P([C-]1C=CC=C1)C1=CC=CC=C1.[C-]1(C=CC=C1)P(C1=CC=CC=C1)C1=CC=CC=C1.[Fe+2] ((1,1′-bis(diphenylphosphino)ferrocene)-dichloropalladium(II)). Yields the product C(C)OC(CC1(CC1)C1=CC=C(C=C1)C1=CC=C(C=C1)C1=C(C(=NO1)C)NC(C)C1=CC(=NO1)C1=CC=CC=C1)=O ([1-(4′-{3-Methyl-4-[1-(3-phenyl-isoxazol-5-yl)-ethylamino]-isoxazol-5-yl}-biphenyl-4-yl)-cyclopropyl]-acetic acid ethyl ester). Reaction SMILES: Br[C:2]1[CH:7]=[CH:6][C:5]([C:8]2[O:12][N:11]=[C:10]([CH3:13])[C:9]=2[NH:14][CH:15]([C:17]2[O:21][N:20]=[C:19]([C:22]3[CH:27]=[CH:26][CH:25]=[CH:24][CH:23]=3)[CH:18]=2)[CH3:16])=[CH:4][CH:3]=1.[CH2:28]([O:30][C:31](=[O:51])[CH2:32][C:33]1([C:36]2[CH:41]=[CH:40][C:39](B3OC(C)(C)C(C)(C)O3)=[CH:38][CH:37]=2)[CH2:35][CH2:34]1)[CH3:29]>Cl[Pd]Cl.C1(P(C2C=CC=CC=2)[C-]2C=CC=C2)C=CC=CC=1.[C-]1(P(C2C=CC=CC=2)C2C=CC=CC=2)C=CC=C1.[Fe+2].C1C=CC([P]([Pd]([P](C2C=CC=CC=2)(C2C=CC=CC=2)C2C=CC=CC=2)([P](C2C=CC=CC=2)(C2C=CC=CC=2)C2C=CC=CC=2)[P](C2C=CC=CC=2)(C2C=CC=CC=2)C2C=CC=CC=2)(C2C=CC=CC=2)C2C=CC=CC=2)=CC=1>[CH2:28]([O:30][C:31](=[O:51])[CH2:32][C:33]1([C:36]2[CH:41]=[CH:40][C:39]([C:2]3[CH:3]=[CH:4][C:5]([C:8]4[O:12][N:11]=[C:10]([CH3:13])[C:9]=4[NH:14][CH:15]([C:17]4[O:21][N:20]=[C:19]([C:22]5[CH:27]=[CH:26][CH:25]=[CH:24][CH:23]=5)[CH:18]=4)[CH3:16])=[CH:6][CH:7]=3)=[CH:38][CH:37]=2)[CH2:35][CH2:34]1)[CH3:29] |f:2.3.4.5,^1:95,97,116,135|. Reported procedure: Prepared according to the procedure described in Example 1, Step 10, using [5-(4-bromo-phenyl)-3-methyl-isoxazol-4-yl]-[1-(3-phenyl-isoxazol-5-yl)-ethyl]-amine and {1-[4-(4,4,5,5-tetramethyl-[1,3,2]dioxaborolan-2-yl)-phenyl]-cyclopropyl}-acetic acid ethyl ester. Additionally, (1,1′-bis(diphenylphosphino)ferrocene)-dichloropalladium(II) was used as the catalyst in place of tetrakis(triphenylphosphine)palladium(0). Starting materials: CCCN, ClCC(CCl)OCc1ccccc1, O. Yields the product CCCN1CC(OCc2ccccc2)C1. As a reaction SMILES: [CH2:14]([CH2:15][CH3:16])[NH2:17].[CH2:1]([c:2]1[cH:3][cH:4][cH:5][cH:6][cH:7]1)[O:8][CH:9]([CH2:10][Cl:13])[CH2:12][Cl:11].[OH2:18]>>[CH2:1]([c:2]1[cH:3][cH:4][cH:5][cH:6][cH:7]1)[O:8][CH:9]1[CH2:10][N:17]([CH2:14][CH2:15][CH3:16])[CH2:12]1.